From a dataset of the Open Reaction Database (ORD), a public repository of structured organic reaction records. describe an organic reaction: reactants, conditions, products, and yield The reactants are CC(Oc1ccc(S(C)(=O)=O)cc1C(=O)O)C(F)(F)F, FC(F)(F)c1ncc2c(n1)CCNC2. Yields the product CC(Oc1ccc(S(C)(=O)=O)cc1C(=O)N1CCc2nc(C(F)(F)F)ncc2C1)C(F)(F)F. RXN SMILES: [CH3:15][S:16](=[O:17])(=[O:18])[c:19]1[cH:20][cH:21][c:22]([O:28][CH:29]([C:30]([F:31])([F:32])[F:33])[CH3:34])[c:23]([C:24](=[O:25])[OH:26])[cH:27]1.[F:1][C:2]([c:3]1[n:4][cH:5][c:6]2[c:7]([n:8]1)[CH2:9][CH2:10][NH:11][CH2:12]2)([F:13])[F:14]>>[F:1][C:2]([c:3]1[n:4][cH:5][c:6]2[c:7]([n:8]1)[CH2:9][CH2:10][N:11]([C:24]([c:23]1[c:22]([O:28][CH:29]([C:30]([F:31])([F:32])[F:33])[CH3:34])[cH:21][cH:20][c:19]([S:16]([CH3:15])(=[O:17])=[O:18])[cH:27]1)=[O:25])[CH2:12]2)([F:13])[F:14]. Reactants: [N+](=O)([O-])C1=C(C=CC=C1)N=NC1=C(C(=CC(=C1)C(C)(C)C)C(C)(C)C)O (2-nitro-2'-hydroxy-3',5'-di-t-butylazobenzene), C1(=CC=CC=C1)C (toluene), [OH-].[Na+] (caustic soda), [H][H] (hydrogen), [H][H] (hydrogen). Reagents/catalysts: [C].[Pd] (palladium carbon). Run in O (water), CC(C)O (IPA). Product: OC1=C(C=C(C=C1C(C)(C)C)C(C)(C)C)N1N=C2C(=N1)C=CC=C2 (2-(2'-hydroxy-3',5'-di-t-butylphenyl)benzotriazole). Yield: 73.0%. As a reaction SMILES: [N+:1]([C:4]1[CH:9]=[CH:8][CH:7]=[CH:6][C:5]=1[N:10]=[N:11][C:12]1[CH:17]=[C:16]([C:18]([CH3:21])([CH3:20])[CH3:19])[CH:15]=[C:14]([C:22]([CH3:25])([CH3:24])[CH3:23])[C:13]=1[OH:26])([O-])=O.C1(C)C=CC=CC=1.[OH-].[Na+].[H][H]>[C].[Pd].O.CC(O)C>[OH:26][C:13]1[C:14]([C:22]([CH3:25])([CH3:24])[CH3:23])=[CH:15][C:16]([C:18]([CH3:21])([CH3:20])[CH3:19])=[CH:17][C:12]=1[N:11]1[N:10]=[C:5]2[CH:6]=[CH:7][CH:8]=[CH:9][C:4]2=[N:1]1 |f:2.3,5.6|. Reported procedure: 35.5 g (0.1 mol) of 2-nitro-2'-hydroxy-3',5'-di-t-butylazobenzene, 0.125 g of 5% palladium carbon, 100 ml of toluene, 100 ml of IPA, 100 ml water and 8.3 g of caustic soda were charged into a 500-ml stainless autoclave equipped with an agitator. After the air in the autoclave had been replaced by hydrogen, the pressure of hydrogen was set to 10 kg/cm2. Reaction was effected in the same way as that employed in Example 1. After the reaction had been completed, the catalyst was filtered off. When p... Product: FC1=C(C=CC(=C1)CC(=O)OC(C)C)C1=CC=CC=C1 (2-propyl (2-fluorobiphenyl-4-yl)acetate). Procedure details: 2-propyl (2-fluorobiphenyl-4-yl)acetate (20) was synthesized from 2-(2-fluorobiphenyl-4-yl)acetic acid and 2-propanol according to a similar procedure to step 1 of Example 15. The 1H NMR spectrum of this substance is shown below. Reaction SMILES: [F:1][C:2]1[CH:7]=[C:6]([CH2:8][C:9]([OH:11])=[O:10])[CH:5]=[CH:4][C:3]=1[C:12]1[CH:17]=[CH:16][CH:15]=[CH:14][CH:13]=1.[CH3:18][CH:19](O)[CH3:20]>>[F:1][C:2]1[CH:7]=[C:6]([CH2:8][C:9]([O:11][CH:19]([CH3:20])[CH3:18])=[O:10])[CH:5]=[CH:4][C:3]=1[C:12]1[CH:13]=[CH:14][CH:15]=[CH:16][CH:17]=1. Starting materials: FC1=C(C=CC(=C1)CC(=O)O)C1=CC=CC=C1 (2-(2-fluorobiphenyl-4-yl)acetic acid), CC(C)O (2-propanol). Starting materials: C(=O)(Cl)Cl (phosgene), FC(COC1=C(N)C=C(C=C1)OCC(F)(F)F)(F)F (2,5-bis-(2,2,2-trifluoroethoxy)aniline). Solvent: C1(=CC=CC=C1)C (toluene), C1(=CC=CC=C1)C (toluene). Reaction conditions: time 30 minute. Product: FC(COC1=C(C=C(C=C1)OCC(F)(F)F)N=C=O)(F)F (2,5-bis(2,2,2-trifluoroethoxy)phenyl isocyanate). RXN SMILES: [C:1](Cl)(Cl)=[O:2].[F:5][C:6]([F:23])([F:22])[CH2:7][O:8][C:9]1[CH:15]=[CH:14][C:13]([O:16][CH2:17][C:18]([F:21])([F:20])[F:19])=[CH:12][C:10]=1[NH2:11]>C1(C)C=CC=CC=1>[F:5][C:6]([F:22])([F:23])[CH2:7][O:8][C:9]1[CH:15]=[CH:14][C:13]([O:16][CH2:17][C:18]([F:21])([F:19])[F:20])=[CH:12][C:10]=1[N:11]=[C:1]=[O:2]. Procedure details: to a cooled (15°-20° C.) solution of 67.6 g. (0.684 mole) of phosgene in 250 ml. of toluene is added dropwise over one hour a solution of 49.5 g. (0.171 mole) of 2,5-bis-(2,2,2-trifluoroethoxy)aniline in 350 ml. of toluene. After addition is complete, stirring is continued for 30 minutes, then the mixture is heated to its reflux temperature and maintained at reflux for 30 minutes. The solution is evaporated to provide a liquid residue which gradually crystallizes. The solid is recrystallized fro... Reactants: NC1=NC2=C(N1C1=CC(=C(C=C1)C)I)C=CC=C2 (4-(2-amino-1-benzimidazolyl)-2-iodotoluene), C[Sn](C=1OC=CC1)(C)C (2-trimethylstannylfuran). Product: NC1=NC2=C(N1C1=CC(=C(C=C1)C)C=1OC=CC1)C=CC=C2 (2-Amino-1-[3-(2-furyl)-4-methylphenyl]benzimidazole). RXN SMILES: [NH2:1][C:2]1[N:6]([C:7]2[CH:12]=[CH:11][C:10]([CH3:13])=[C:9](I)[CH:8]=2)[C:5]2[CH:15]=[CH:16][CH:17]=[CH:18][C:4]=2[N:3]=1.C[Sn](C)(C)[C:21]1[O:22][CH:23]=[CH:24][CH:25]=1>>[NH2:1][C:2]1[N:6]([C:7]2[CH:12]=[CH:11][C:10]([CH3:13])=[C:9]([C:21]3[O:22][CH:23]=[CH:24][CH:25]=3)[CH:8]=2)[C:5]2[CH:15]=[CH:16][CH:17]=[CH:18][C:4]=2[N:3]=1. Procedure details: 2-Amino-1-[3-(2-furyl)-4-methylphenyl]benzimidazole was prepared from 4-(2-amino-1-benzimidazolyl)-2-iodotoluene and 2-trimethylstannylfuran according to method C. mp 155°-157° C. Starting materials: [Al+3], O=C(Cl)c1ccccc1, ClCCl, [Cl-], [Cl-], [Cl-], Cc1ccc(-c2ccc(S(C)(=O)=O)cc2)n1-c1ccc(F)cc1. Product: Cc1c(C(=O)c2ccccc2)cc(-c2ccc(S(C)(=O)=O)cc2)n1-c1ccc(F)cc1. As a reaction SMILES: [Al+3:11].[C:1]([c:2]1[cH:3][cH:4][cH:5][cH:6][cH:7]1)(=[O:8])[Cl:9].[CH2:37]([Cl:38])[Cl:39].[Cl-:10].[Cl-:12].[Cl-:13].[F:14][c:15]1[cH:16][cH:17][c:18](-[n:21]2[c:22]([CH3:36])[cH:23][cH:24][c:25]2-[c:26]2[cH:27][cH:28][c:29]([S:32](=[O:33])(=[O:34])[CH3:35])[cH:30][cH:31]2)[cH:19][cH:20]1>>[C:1]([c:2]1[cH:3][cH:4][cH:5][cH:6][cH:7]1)(=[O:8])[c:23]1[c:22]([CH3:36])[n:21](-[c:18]2[cH:17][cH:16][c:15]([F:14])[cH:20][cH:19]2)[c:25](-[c:26]2[cH:27][cH:28][c:29]([S:32](=[O:33])(=[O:34])[CH3:35])[cH:30][cH:31]2)[cH:24]1. Reactants: COC1=CC=C(C=C1)C(C)=O (4′-methoxyacetophenone), C(#N)CC(=O)OCC (ethyl cyanoacetate), C(#N)CC(=O)OCC (ethyl cyanoacetate), C(C)(=O)[O-].[NH4+] (ammonium acetate). Solvent: C1=CC=CC=C1 (benzene), C(C)(=O)O (acetic acid), C(C)(=O)OCC (ethyl acetate), C(C)(=O)O (acetic acid). Reaction conditions: time 10 hour. Product: C(C)OC(C(=C(C)C1=CC=C(C=C1)OC)C#N)=O (2-Cyano-3-(4-methoxyphenyl)-but-2-enoic acid ethyl ester). RXN SMILES: [CH3:1][O:2][C:3]1[CH:8]=[CH:7][C:6]([C:9](=O)[CH3:10])=[CH:5][CH:4]=1.[C:12]([CH2:14][C:15]([O:17][CH2:18][CH3:19])=[O:16])#[N:13].C([O-])(=O)C.[NH4+]>C(OCC)(=O)C.C(O)(=O)C.C1C=CC=CC=1>[CH2:18]([O:17][C:15](=[O:16])[C:14]([C:12]#[N:13])=[C:9]([C:6]1[CH:7]=[CH:8][C:3]([O:2][CH3:1])=[CH:4][CH:5]=1)[CH3:10])[CH3:19] |f:2.3|. Reported procedure: A mixture of 4′-methoxyacetophenone (50 mmol), ethyl cyanoacetate (50 mmol), acetic acid (1.14 mL) ammonium acetate (400 mg), and benzene (50 mL) is heated to reflux in a Dean-Stark apparatus. After approximately 10 hours, additional ethyl cyanoacetate (50 mmol), acetic acid (1.14 mL), and ammonium acetate (400 mg) are added. After an additional 10 hours, the reaction is cooled to room temperature, diluted with ethyl acetate (30 mL), washed with water (240 mL), brine (40 mL), and dried (Na2SO4)....